From a dataset of the Open Reaction Database (ORD), a public repository of structured organic reaction records. describe an organic reaction: reactants, conditions, products, and yield Starting materials: OC1(C(=C(C(O1)=O)C1=CC2=C(OCO2)C(=C1)OC)CC1=CC(=C(C(=C1)OC)OC)OC)C1=CC=C(C=C1)OC (5-Hydroxy-3-(7-methoxy-benzo[1,3]dioxol-5-yl)-5-(4-methoxy-phenyl)-4-(3,4,5-trimethoxy-benzyl)-5H-furan-2-one), OCCN1CCOCC1 (4-(2-Hydroxyethyl)morpholine). Solvent: ClCCl (dichloromethane). Run at time 24 hour. The product is COC1=CC(=CC2=C1OCO2)C=2C(OC(C2CC2=CC(=C(C(=C2)OC)OC)OC)(OCCN2CCOCC2)C2=CC=C(C=C2)OC)=O (3-(7-Methoxy-benzo[1,3]dioxol-5-yl)-5-(4-methoxy-phenyl)-5-(2-morpholin-4-yl-ethoxy)-4-(3,4,5-trimethoxy-benzyl)-5H-furan-2-one). Reaction SMILES: [OH:1][C:2]1([C:32]2[CH:37]=[CH:36][C:35]([O:38][CH3:39])=[CH:34][CH:33]=2)[O:6][C:5](=[O:7])[C:4]([C:8]2[CH:16]=[C:15]([O:17][CH3:18])[C:11]3[O:12][CH2:13][O:14][C:10]=3[CH:9]=2)=[C:3]1[CH2:19][C:20]1[CH:25]=[C:24]([O:26][CH3:27])[C:23]([O:28][CH3:29])=[C:22]([O:30][CH3:31])[CH:21]=1.O[CH2:41][CH2:42][N:43]1[CH2:48][CH2:47][O:46][CH2:45][CH2:44]1>ClCCl>[CH3:18][O:17][C:15]1[C:11]2[O:12][CH2:13][O:14][C:10]=2[CH:9]=[C:8]([C:4]2[C:5](=[O:7])[O:6][C:2]([C:32]3[CH:33]=[CH:34][C:35]([O:38][CH3:39])=[CH:36][CH:37]=3)([O:1][CH2:41][CH2:42][N:43]3[CH2:48][CH2:47][O:46][CH2:45][CH2:44]3)[C:3]=2[CH2:19][C:20]2[CH:25]=[C:24]([O:26][CH3:27])[C:23]([O:28][CH3:29])=[C:22]([O:30][CH3:31])[CH:21]=2)[CH:16]=1. Procedure: To 125 mL dichloromethane was added 5-Hydroxy-3-(7-methoxy-benzo[1,3]dioxol-5-yl)-5-(4-methoxy-phenyl)-4-(3,4,5-trimethoxy-benzyl)-5H-furan-2-one 3.25 g (6.06 mmol), giving a suspension. 4-(2-Hydroxyethyl)morpholine 3.24 g (24.76 mmol) was added, and the mixture was purged with anhydrous HCl gas until saturated. After 24 hours at room temperature, the mixture was evaporated in vacuo and the residue was suspended in warm ethyl ether and water. Decant the aqueous phase and wash the ether phase wit... Starting materials: CS(=O)(=O)OC1CN(c2nc(CN3C(=O)c4ccccc4C3=O)cs2)C1, CC([O-])=S, CN(C)C=O, [K+]. The product is CC(=O)SC1CN(c2nc(CN3C(=O)c4ccccc4C3=O)cs2)C1. As a reaction SMILES: [C:1]1(=[O:26])[c:2]2[c:3]([cH:22][cH:23][cH:24][cH:25]2)[C:4](=[O:21])[N:5]1[CH2:6][c:7]1[n:8][c:9]([N:12]2[CH2:13][CH:14]([O:16][S:17]([CH3:18])(=[O:19])=[O:20])[CH2:15]2)[s:10][cH:11]1.[C:27]([CH3:28])(=[S:29])[O-:30].[CH3:32][N:33]([CH3:34])[CH:35]=[O:36].[K+:31]>>[C:1]1(=[O:26])[c:2]2[c:3]([cH:22][cH:23][cH:24][cH:25]2)[C:4](=[O:21])[N:5]1[CH2:6][c:7]1[n:8][c:9]([N:12]2[CH2:13][CH:14]([S:29][C:27]([CH3:28])=[O:30])[CH2:15]2)[s:10][cH:11]1. The reactants are CC(C)c1c(C(=O)NCc2ccc(F)c(F)c2)c2ccc(O)cc2n1Cc1ccccc1, CN(C)CCCl, Cl, [K+], [K+], O=C([O-])[O-], CN(C)C=O. Product: CC(C)c1c(C(=O)NCc2ccc(F)c(F)c2)c2ccc(OCCN(C)C)cc2n1Cc1ccccc1. As a reaction SMILES: [CH2:1]([c:2]1[cH:3][cH:4][cH:5][cH:6][cH:7]1)[n:8]1[c:9]([CH:30]([CH3:31])[CH3:32])[c:10]([C:18](=[O:19])[NH:20][CH2:21][c:22]2[cH:23][c:24]([F:29])[c:25]([F:28])[cH:26][cH:27]2)[c:11]2[cH:12][cH:13][c:14]([OH:17])[cH:15][c:16]12.[CH3:40][N:41]([CH2:42][CH2:43][Cl:44])[CH3:45].[ClH:39].[K+:33].[K+:34].[O-:35][C:36]([O-:37])=[O:38].[O:46]=[CH:47][N:48]([CH3:49])[CH3:50]>>[CH2:1]([c:2]1[cH:3][cH:4][cH:5][cH:6][cH:7]1)[n:8]1[c:9]([CH:30]([CH3:31])[CH3:32])[c:10]([C:18](=[O:19])[NH:20][CH2:21][c:22]2[cH:23][c:24]([F:29])[c:25]([F:28])[cH:26][cH:27]2)[c:11]2[cH:12][cH:13][c:14]([O:17][CH2:43][CH2:42][N:41]([CH3:40])[CH3:45])[cH:15][c:16]12. The reactants are CO, O=C(O)CCC(=O)c1ccc(F)cc1, O=S(Cl)Cl. Product: COC(=O)CCC(=O)c1ccc(F)cc1. Reaction SMILES: [CH3:19][OH:20].[F:1][c:2]1[cH:3][cH:4][c:5]([C:8]([CH2:9][CH2:10][C:11](=[O:12])[OH:13])=[O:14])[cH:6][cH:7]1.[S:15]([Cl:16])([Cl:17])=[O:18]>>[F:1][c:2]1[cH:3][cH:4][c:5]([C:8]([CH2:9][CH2:10][C:11](=[O:12])[O:13][CH3:19])=[O:14])[cH:6][cH:7]1. Reactants: C[Mg]Cl (methylmagnesium chloride), ClC1=CC=C(C=N1)CN1CCOCC1 (4-(6-Chloro-pyridin-3-ylmethyl)-morpholine), [Cl-].[NH4+] (ammonium chloride). The reagents and catalysts are C/C(=C/C(=O)C)/O.C/C(=C/C(=O)C)/O.C/C(=C/C(=O)C)/O.[Fe] (iron (III) 2,4-pentanedionate). Solvent: O1CCCC1 (tetrahydrofuran), O1CCCC1 (tetrahydrofuran), CN1C(CCC1)=O (N-methylpyrollidinone). Run at temperature -5 celsius, time 8 hour. The product is CC1=CC=C(C=N1)CN1CCOCC1 (4-(6-Methyl-pyridin-3-ylmethyl)-morpholine). The yield is 68.0%. RXN SMILES: Cl[C:2]1[N:7]=[CH:6][C:5]([CH2:8][N:9]2[CH2:14][CH2:13][O:12][CH2:11][CH2:10]2)=[CH:4][CH:3]=1.[CH3:15][Mg]Cl.[Cl-].[NH4+]>O1CCCC1.CN1CCCC1=O.C/C(/O)=C/C(C)=O.C/C(/O)=C/C(C)=O.C/C(/O)=C/C(C)=O.[Fe]>[CH3:15][C:2]1[N:7]=[CH:6][C:5]([CH2:8][N:9]2[CH2:14][CH2:13][O:12][CH2:11][CH2:10]2)=[CH:4][CH:3]=1 |f:2.3,6.7.8.9|. Reported procedure: To a solution of 4-(6-Chloro-pyridin-3-ylmethyl)-morpholine (212 g, 1 mol) in tetrahydrofuran (1.5 L) and N-methylpyrollidinone (318 ml) was added iron (III) 2,4-pentanedionate (35.2 g, 0.01 mol) and the mixture cooled to −5° C. under nitrogen. A solution of methylmagnesium chloride in tetrahydrofuran (498 ml, 3.0M, 1.5 mol) was added dropwise over 40 mins and after an additional 30 mins the reaction mixture was poured into a saturated aqueous ammonium chloride solution (1.7 L) at 0° C. The resu... Starting materials: Heterocycles, [Na] (sodium), N (ammonia), [Si](C)(C)(C(C)(C)C)OC[C@@H]1CC(N(C1)[C@H](C)C1=CC=CC=C1)=O ((4R)-4-({[tert-butyl(dimethyl)silyl]oxy}methyl)-1-[(1R)-1-phenylethyl]pyrrolidin-2-one), [Cl-].[NH4+] (Ammonium chloride). Solvent: O1CCCC1 (tetrahydrofuran), C(C)(C)(C)O (tert-butyl alcohol). Reaction conditions: time 15 minute. Product: [Si](C)(C)(C(C)(C)C)OC[C@@H]1CC(NC1)=O ((4R)-4-({[tert-Butyl(dimethyl)silyl]oxy}methyl)pyrrolidin-2-one). Yield: 100.0%. Reaction SMILES: [Na].N.[Si:3]([O:10][CH2:11][C@H:12]1[CH2:16][N:15]([C@@H](C2C=CC=CC=2)C)[C:14](=[O:25])[CH2:13]1)([C:6]([CH3:9])([CH3:8])[CH3:7])([CH3:5])[CH3:4].[Cl-].[NH4+]>O1CCCC1.C(O)(C)(C)C>[Si:3]([O:10][CH2:11][C@H:12]1[CH2:16][NH:15][C:14](=[O:25])[CH2:13]1)([C:6]([CH3:9])([CH3:8])[CH3:7])([CH3:5])[CH3:4] |f:3.4,^1:0|. Reported procedure: Under a nitrogen gas atmosphere, metallic sodium (920 mg, 40.0 mmol) was added to liquid ammonia (about 30 ml) at −78° C. over a period of 5 minutes, and the mixture was further stirred at the same temperature for 15 minutes. To the reaction solution, a solution of (4R)-4-({[tert-butyl(dimethyl)silyl]oxy}methyl)-1-[(1R)-1-phenylethyl]pyrrolidin-2-one (Heterocycles, 2003, vol. 60, No. 11, pages 2485-2498, or synthesized with reference to JP09136886; 3.34 g, 10.0 mmol) in tetrahydrofuran (10 ml)/t...